Dataset: the Open Reaction Database (ORD), a public repository of structured organic reaction records. Task: describe an organic reaction: reactants, conditions, products, and yield Reactants: ClC(C(=O)C1=CC=C(C(=O)C2=CC=CC=C2)C=C1)(C)C (4-(2-chloro-2-methyl-propanoyl)-benzophenone), C[O-].[Na+] (sodium methoxide). The solvent is CO (methanol). The product is COC(C(=O)C1=CC=C(C(=O)C2=CC=CC=C2)C=C1)(C)C (4-(2-methoxy-2-methyl-propanoyl)-benzophenone). Reaction SMILES: Cl[C:2]([CH3:20])([CH3:19])[C:3]([C:5]1[CH:18]=[CH:17][C:8]([C:9]([C:11]2[CH:16]=[CH:15][CH:14]=[CH:13][CH:12]=2)=[O:10])=[CH:7][CH:6]=1)=[O:4].[CH3:21][O-:22].[Na+]>CO>[CH3:21][O:22][C:2]([CH3:20])([CH3:19])[C:3]([C:5]1[CH:18]=[CH:17][C:8]([C:9]([C:11]2[CH:16]=[CH:15][CH:14]=[CH:13][CH:12]=2)=[O:10])=[CH:7][CH:6]=1)=[O:4] |f:1.2|. Procedure details: 28.7 g of 4-(2-chloro-2-methyl-propanoyl)-benzophenone and 5.4 g of sodium methoxide are boiled in 120 ml of methanol for 4 hours. After cooling, the mixture is filtered, the filtrate is evaporated and water is added to the residue. The mixture is extracted with ether and, after drying and evaporating the combined extracts, 4-(2-methoxy-2-methyl-propanoyl)-benzophenone is obtained as a viscous oil. The reactants are O=C1CCC(=O)N1Br, ClC(Cl)(Cl)Cl, [W], Cc1cccc(C(=O)C2CC2)c1. Yields the product O=C(c1cccc(CBr)c1)C1CC1. RXN SMILES: [Br:13][N:14]1[C:15](=[O:16])[CH2:17][CH2:18][C:19]1=[O:20].[C:21]([Cl:22])([Cl:23])([Cl:24])[Cl:25].[W:26].[c:1]1([CH3:12])[cH:2][c:3]([C:7](=[O:8])[CH:9]2[CH2:10][CH2:11]2)[cH:4][cH:5][cH:6]1>>[c:1]1([CH2:12][Br:13])[cH:2][c:3]([C:7](=[O:8])[CH:9]2[CH2:10][CH2:11]2)[cH:4][cH:5][cH:6]1.